From a dataset of the Open Reaction Database (ORD), a public repository of structured organic reaction records. describe an organic reaction: reactants, conditions, products, and yield Starting materials: COC(=O)C=1N(C(C2=CC=C(C=C2C1C1=CC=CC=C1)Cl)=O)NC (6-chloro-2-methylamino-1-oxo-4-phenyl-1,2-dihydroisoquinoline-3-carboxylic acid methyl ester), C([O-])([O-])=O.[K+].[K+] (potassium carbonate), CI (methyl iodide). Solvent: CN(C)C=O (DMF). Run at temperature 80 celsius, time 3 day. Yields the product COC(=O)C=1N(C(C2=CC=C(C=C2C1C1=CC=CC=C1)Cl)=O)N(C)C (6-chloro-2-dimethylamino-1-oxo-4-phenyl-1,2-dihydroisoquinoline-3-carboxylic acid methyl ester). Yield: 56.3%. As a reaction SMILES: [CH3:1][O:2][C:3]([C:5]1[N:6]([NH:23][CH3:24])[C:7](=[O:22])[C:8]2[C:13]([C:14]=1[C:15]1[CH:20]=[CH:19][CH:18]=[CH:17][CH:16]=1)=[CH:12][C:11]([Cl:21])=[CH:10][CH:9]=2)=[O:4].[C:25](=O)([O-])[O-].[K+].[K+].CI>CN(C=O)C>[CH3:1][O:2][C:3]([C:5]1[N:6]([N:23]([CH3:25])[CH3:24])[C:7](=[O:22])[C:8]2[C:13]([C:14]=1[C:15]1[CH:20]=[CH:19][CH:18]=[CH:17][CH:16]=1)=[CH:12][C:11]([Cl:21])=[CH:10][CH:9]=2)=[O:4] |f:1.2.3|. Procedure details: A mixture of 6-chloro-2-methylamino-1-oxo-4-phenyl-1,2-dihydroisoquinoline-3-carboxylic acid methyl ester (800 mg), potassium carbonate (400 mg), methyl iodide (20 ml) and DMF (20 ml) was stirred at 80° C. for 3 days. The reaction mixture was concentrated, and ethyl acetate was added to the obtained residue. The mixture was washed with water and brine, dried over sodium sulfate and concentrated. The residue was purified by silica gel column chromatography (hexane/ethyl acetate=4/1) and crystalli... Starting materials: C1(C=2C(C(N1)=O)=CC=CC2)=O (phthalimide), amine, Cl (hydrochloride), NN (hydrazine), Cl.NCC=1C=NC(=NC1)C#N (5-Aminomethyl-2-cyanopyrimidine hydrochloride). The product is NCC1=C(C=C(C#N)C=C1)OCC1=CC=CC=C1 (4-Aminomethyl-3-benzyloxybenzonitrile). As a reaction SMILES: C1(=O)N[C:4](=[O:6])[C:3]2=[CH:7][CH:8]=[CH:9][CH:10]=[C:2]12.NN.Cl.N[CH2:16][C:17]1[CH:18]=[N:19]C(C#N)=N[CH:22]=1.Cl>>[NH2:19][CH2:18][C:17]1[CH:16]=[CH:22][C:17]([C:18]#[N:19])=[CH:16][C:22]=1[O:6][CH2:4][C:3]1[CH:2]=[CH:10][CH:9]=[CH:8][CH:7]=1 |f:2.3|. Procedure: Synthesis took place via the stage of the corresponding phthalimide as in Example 3.(f). The hydrazine cleavage was carried out as in Example 3.(g). The free amine was generated at pH 9-10 from the initially produced hydrochloride and was extracted from the aqueous solution with ether. 1H-NMR (DMSO-d6, δ in ppm): 7.65-7.25 (8H), 5.20 (s, 2H), 3.80 (s, 2H), ca. 3.0 (broad signal, NH2) Starting materials: COC1=CC=C(C=N1)COC1=C(C=CC2=CC=CC=C12)C(=O)NC(C(=O)O)(C)C (2-{[1-(6-methoxy-pyridin-3-ylmethoxy)-naphthalene-2-carbonyl]-amino}-2-methyl-propionic acid), COC(C(CC)(C)NC(=O)C1=C(C2=CC=CC=C2C=C1)OCC=1C=NC(=CC1)OC)=O (2-{[1-(6-Methoxy-pyridin-3-ylmethoxy)-naphthalene-2-carbonyl]-amino}-2-methyl-butyric acid methyl ester). Product: COC1=CC=C(C=N1)COC1=C(C=CC2=CC=CC=C12)C(=O)NC(C(=O)O)(CC)C (2-{[1-(6-Methoxy-pyridin-3-ylmethoxy)-naphthalene-2-carbonyl]-amino}-2-methyl-butyric acid). As a reaction SMILES: COC1N=CC(COC2C3C(=CC=CC=3)C=CC=2C(NC(C)(C)C(O)=O)=O)=CC=1.C[O:31][C:32](=[O:60])[C:33]([NH:37][C:38]([C:40]1[CH:49]=[CH:48][C:47]2[C:42](=[CH:43][CH:44]=[CH:45][CH:46]=2)[C:41]=1[O:50][CH2:51][C:52]1[CH:53]=[N:54][C:55]([O:58][CH3:59])=[CH:56][CH:57]=1)=[O:39])([CH3:36])[CH2:34][CH3:35]>>[CH3:59][O:58][C:55]1[N:54]=[CH:53][C:52]([CH2:51][O:50][C:41]2[C:42]3[C:47](=[CH:46][CH:45]=[CH:44][CH:43]=3)[CH:48]=[CH:49][C:40]=2[C:38]([NH:37][C:33]([CH3:36])([CH2:34][CH3:35])[C:32]([OH:60])=[O:31])=[O:39])=[CH:57][CH:56]=1. Procedure: 2-{[1-(6-Methoxy-pyridin-3-ylmethoxy)-naphthalene-2-carbonyl]-amino}-2-methyl-butyric acid was prepared in similar manner as 2-{[1-(6-methoxy-pyridin-3-ylmethoxy)-naphthalene-2-carbonyl]-amino}-2-methyl-propionic acid (example 152) via 2-{[1-(6-Methoxy-pyridin-3-ylmethoxy)-naphthalene-2-carbonyl]-amino}-2-methyl-butyric acid methyl ester (C24H26N2O5 (422.49), LCMS (ESI): 423.15 (MH+)).